Dataset: the Open Reaction Database (ORD), a public repository of structured organic reaction records. Task: describe an organic reaction: reactants, conditions, products, and yield The reactants are CC(=O)O, CC(C)Nc1ccc2c(c1)OCC2, [N-]=C=O, [Na+]. Product: CC(C)N(C(N)=O)c1ccc2c(c1)OCC2. Reaction SMILES: [CH3:18][C:19](=[O:20])[OH:21].[CH:1]([CH3:2])([CH3:3])[NH:4][c:5]1[cH:6][c:7]2[c:8]([cH:12][cH:13]1)[CH2:9][CH2:10][O:11]2.[N-:14]=[C:15]=[O:16].[Na+:17]>>[CH:1]([CH3:2])([CH3:3])[N:4]([c:5]1[cH:6][c:7]2[c:8]([cH:12][cH:13]1)[CH2:9][CH2:10][O:11]2)[C:15]([NH2:14])=[O:16]. Starting materials: CC(C)(C)OC(=O)NC(CO)CC1CCCCC1, ClCCCl. Product: CC(C)(C)OC(=O)NC(C=O)CC1CCCCC1. As a reaction SMILES: [CH:1]1([CH2:7][CH:8]([CH2:9][OH:10])[NH:11][C:12]([O:13][C:14]([CH3:15])([CH3:16])[CH3:17])=[O:18])[CH2:2][CH2:3][CH2:4][CH2:5][CH2:6]1.[Cl:19][CH2:20][CH2:21][Cl:22]>>[CH:1]1([CH2:7][CH:8]([CH:9]=[O:10])[NH:11][C:12]([O:13][C:14]([CH3:15])([CH3:16])[CH3:17])=[O:18])[CH2:2][CH2:3][CH2:4][CH2:5][CH2:6]1. The reactants are CC1=CC(=CC(=C1O)C)C(=O)C (3,5-dimethyl-4-hydroxy acetophenone), CC1=CC(=CC(=C1O)C)C(=O)C (3,5-dimethyl-4-hydroxy acetophenone), C(C)(=O)OC(C)=O (acetic anhydride). Product: CC=1C=C(C=C(C1OC(C)=O)C)C(C)O (1-(3,5-dimethyl-4-acetoxyphenyl)ethanol). As a reaction SMILES: [CH3:1][C:2]1[C:7]([OH:8])=[C:6]([CH3:9])[CH:5]=[C:4]([C:10]([CH3:12])=[O:11])[CH:3]=1.[C:13](OC(=O)C)(=[O:15])[CH3:14]>>[CH3:1][C:2]1[CH:3]=[C:4]([CH:10]([OH:11])[CH3:12])[CH:5]=[C:6]([CH3:9])[C:7]=1[O:8][C:13](=[O:15])[CH3:14]. Procedure: In the process for the production of 3,5-dimethyl-4-acetoxystyrene monomer, one may begin with commercially available 2,6-dimethyl phenol and esterify it with acetic anhydride to produce 2,6-dimethyl phenyl acetate. Then, via a Friedel-Crafts catalysis or Fries rearrangement this is converted to 3,5-dimethyl-4-hydroxy acetophenone. The 3,5-dimethyl-4-hydroxy acetophenone is then esterified with acetic anhydride. The latter is then hydrogenated to form 1-(3,5-dimethyl-4-acetoxyphenyl)ethanol. Thi...